This data is from the Open Reaction Database (ORD), a public repository of structured organic reaction records. The task is: describe an organic reaction: reactants, conditions, products, and yield Starting materials: BrC1=CC=C(C=C1)F (1-bromo-4-fluorobenzene), ClC1=C(N)C=CC(=C1)F (2-chloro-4-fluoroaniline), CC(C)([O-])C.[Na+] (sodium tert-butoxide). Reagents/catalysts: C=1C=CC(=CC1)/C=C/C(=O)/C=C/C2=CC=CC=C2.C=1C=CC(=CC1)/C=C/C(=O)/C=C/C2=CC=CC=C2.C=1C=CC(=CC1)/C=C/C(=O)/C=C/C2=CC=CC=C2.[Pd].[Pd] (tris(dibenzylideneacetone)dipalladium(0)), CC1(C2=C(C(=CC=C2)P(C3=CC=CC=C3)C4=CC=CC=C4)OC5=C(C=CC=C51)P(C6=CC=CC=C6)C7=CC=CC=C7)C (Xantphos). Run in C1(=CC=CC=C1)C (toluene). Reaction conditions: temperature 100 celsius, time 16 hour. The product is ClC1=C(NC2=CC=C(C=C2)F)C=CC(=C1)F (2-Chloro-4-fluoro-N-(4-fluorophenyl)aniline). Yield: 68.5%. Reaction SMILES: Br[C:2]1[CH:7]=[CH:6][C:5]([F:8])=[CH:4][CH:3]=1.[Cl:9][C:10]1[CH:16]=[C:15]([F:17])[CH:14]=[CH:13][C:11]=1[NH2:12].CC(C)([O-])C.[Na+]>C1C=CC(/C=C/C(/C=C/C2C=CC=CC=2)=O)=CC=1.C1C=CC(/C=C/C(/C=C/C2C=CC=CC=2)=O)=CC=1.C1C=CC(/C=C/C(/C=C/C2C=CC=CC=2)=O)=CC=1.[Pd].[Pd].CC1(C)C2C(=C(P(C3C=CC=CC=3)C3C=CC=CC=3)C=CC=2)OC2C(P(C3C=CC=CC=3)C3C=CC=CC=3)=CC=CC1=2.C1(C)C=CC=CC=1>[Cl:9][C:10]1[CH:16]=[C:15]([F:17])[CH:14]=[CH:13][C:11]=1[NH:12][C:2]1[CH:7]=[CH:6][C:5]([F:8])=[CH:4][CH:3]=1 |f:2.3,4.5.6.7.8|. Reported procedure: A round bottom flask was charged with 1-bromo-4-fluorobenzene (6.011 g, 34.4 mmol), 2-chloro-4-fluoroaniline (5.000 g, 34.3 mmol), Xantphos (0.795 g, 1.4 mmol), anhydrous toluene (200 mL), and sodium tert-butoxide (4.952 g, 51.5 mmol). The mixture was degassed and filled with nitrogen, and then tris(dibenzylideneacetone)dipalladium(0) (0.944 g, 1.0 mmol) was added and the reaction was stirred under nitrogen at 100° C. for 16 hrs. After cooling to room temperature, the mixture was filtered throug... Reactants: CCCCCCCCN, CCO, Clc1ccc(OCCBr)cc1Cl, [Na+], [Na+], O=C([O-])[O-], O. Yields the product CCCCCCCCNCCOc1ccc(Cl)c(Cl)c1. RXN SMILES: [CH2:19]([CH2:20][CH2:21][CH2:22][CH2:23][CH2:24][CH2:25][CH3:26])[NH2:27].[CH3:29][CH2:30][OH:31].[Cl:1][c:2]1[cH:3][c:4]([O:5][CH2:6][CH2:7][Br:8])[cH:9][cH:10][c:11]1[Cl:12].[Na+:13].[Na+:14].[O-:15][C:16](=[O:17])[O-:18].[OH2:28]>>[Cl:1][c:2]1[cH:3][c:4]([O:5][CH2:6][CH2:7][NH:27][CH2:19][CH2:20][CH2:21][CH2:22][CH2:23][CH2:24][CH2:25][CH3:26])[cH:9][cH:10][c:11]1[Cl:12]. Reactants: COC=1C=C(C=C(C1)C(F)(F)F)N (3-methoxy-5-trifluoromethyl-phenylamine), C(C)(C)(C)OC(=O)N1CC=2N=CN=C(C2C1)OC=1C=C2C=CNC2=CC1 (4-(1H-indol-5-yloxy)-5,7-dihydro-pyrrolo[3,4-d]pyrimidine-6-carboxylic acid tert-butyl ester), C1=CN(C=N1)C(=O)N2C=CN=C2 (CDI), Cl (HCl), TEA, C(=O)(C(F)(F)F)O (TFA). Reagents/catalysts: CN(C)C=1C=CN=CC1 (DMAP). The solvent is CN(C)C=O (DMF), C(C)(=O)OCC (Ethyl acetate). Reaction conditions: temperature 0 celsius, time 3 hour. Product: COC=1C=C(C=C(C1)C(F)(F)F)NC(=O)N1C=CC2=CC(=CC=C12)OC=1C2=C(N=CN1)CNC2 (5-(6,7-dihydro-5H-pyrrolo[3,4-d]pyrimidin-4-yloxy)-indole-1-carboxylic acid (3-methoxy-5 trifluoromethyl-phenyl)-amide). As a reaction SMILES: C(OC([N:8]1[CH2:16][C:15]2[C:14]([O:17][C:18]3[CH:19]=[C:20]4[C:24](=[CH:25][CH:26]=3)[NH:23][CH:22]=[CH:21]4)=[N:13][CH:12]=[N:11][C:10]=2[CH2:9]1)=O)(C)(C)C.C1N=CN([C:32]([N:34]2C=N[CH:36]=[CH:35]2)=[O:33])C=1.[CH3:39][O:40][C:41]1[CH:42]=C(N)C=[C:45]([C:47]([F:50])([F:49])[F:48])[CH:46]=1.Cl.C(O)(C(F)(F)F)=O>CN(C=O)C.CN(C1C=CN=CC=1)C.C(OCC)(=O)C>[CH3:39][O:40][C:41]1[CH:42]=[C:35]([NH:34][C:32]([N:23]2[C:24]3[C:20](=[CH:19][C:18]([O:17][C:14]4[C:15]5[CH2:16][NH:8][CH2:9][C:10]=5[N:11]=[CH:12][N:13]=4)=[CH:26][CH:25]=3)[CH:21]=[CH:22]2)=[O:33])[CH:36]=[C:45]([C:47]([F:50])([F:49])[F:48])[CH:46]=1. Reported procedure: To a solution of 4-(1H-indol-5-yloxy)-5,7-dihydro-pyrrolo[3,4-d]pyrimidine-6-carboxylic acid tert-butyl ester (158 mg, 0.44 mmol) in DMF (4 mL), CDI (145 mg, 0.89 mmol) is added in one portion, followed by TEA (0.37 mL, 2.7 mmol). After 3 h at rt, 3-methoxy-5-trifluoromethyl-phenylamine (514 mg, 2.7 mmol) and DMAP (5.5 mg, 0.04 mmol) are added and the reaction is left stirring for 40 h. Ethyl acetate (2 mL) is added followed by the addition of 1 N HCl solution (3 mL). The organics are extracted ... Starting materials: N[C@H](C(=O)O)COC(=O)OC1=C(C=CC=C1C(C)C)C(C)C ((S)-2-Amino-3-(2,6-Diisopropylphenoxycarbonyloxy)-Propanoic Acid), Cl (hydrochloric acid). The product is hydrochloride salt, N[C@H](C(=O)O)COC(=O)OC1=C(C=CC=C1C(C)C)C(C)C ((S)-2-amino-3-(2,6-diisopropylphenoxy-carbonyloxy)-propanoic acid), Cl.N[C@H](C(=O)O)COC(=O)OC1=C(C=CC=C1C(C)C)C(C)C ((S)-2-Amino-3-(2,6-Diisopropylphenoxy-carbonyloxy)-Propanoic Acid Hydrochloride). RXN SMILES: [NH2:1][C@@H:2]([CH2:6][O:7][C:8]([O:10][C:11]1[C:16]([CH:17]([CH3:19])[CH3:18])=[CH:15][CH:14]=[CH:13][C:12]=1[CH:20]([CH3:22])[CH3:21])=[O:9])[C:3]([OH:5])=[O:4].[ClH:23]>>[NH2:1][C@@H:2]([CH2:6][O:7][C:8]([O:10][C:11]1[C:16]([CH:17]([CH3:18])[CH3:19])=[CH:15][CH:14]=[CH:13][C:12]=1[CH:20]([CH3:22])[CH3:21])=[O:9])[C:3]([OH:5])=[O:4].[ClH:23].[NH2:1][C@@H:2]([CH2:6][O:7][C:8]([O:10][C:11]1[C:16]([CH:17]([CH3:18])[CH3:19])=[CH:15][CH:14]=[CH:13][C:12]=1[CH:20]([CH3:22])[CH3:21])=[O:9])[C:3]([OH:5])=[O:4] |f:3.4|. Procedure: The hydrochloride salt of (S)-2-amino-3-(2,6-diisopropylphenoxy-carbonyloxy)-propanoic acid was prepared by dissolving compound (3) in excess aqueous 1 N hydrochloric acid solution, freezing and then lyophilizing the solution to afford the desired product as an amorphous white solid. Starting materials: N1=CNC2=C1C=CC=N2 (4-azabenzimidazole), BrCC(=O)OCC1=CC=CC=C1 (benzyl bromoacetate), C(=O)([O-])[O-].[Cs+].[Cs+] (Cs2CO3). The solvent is CC(OCC)=O (EA), CN(C)C=O (DMF). Conditions: time 8 hour. Product: C(C1=CC=CC=C1)OC(CN1C=NC=2C1=NC=CC2)=O (Imidazo[4,5-b]pyridin-3-yl-acetic acid benzyl ester). RXN SMILES: [N:1]1[C:5]2[CH:6]=[CH:7][CH:8]=[N:9][C:4]=2[NH:3][CH:2]=1.Br[CH2:11][C:12]([O:14][CH2:15][C:16]1[CH:21]=[CH:20][CH:19]=[CH:18][CH:17]=1)=[O:13].C([O-])([O-])=O.[Cs+].[Cs+]>CN(C=O)C.CC(=O)OCC>[CH2:15]([O:14][C:12](=[O:13])[CH2:11][N:3]1[C:4]2=[N:9][CH:8]=[CH:7][CH:6]=[C:5]2[N:1]=[CH:2]1)[C:16]1[CH:21]=[CH:20][CH:19]=[CH:18][CH:17]=1 |f:2.3.4|. Procedure details: To a brown solution of 4-azabenzimidazole (4.75 g) in DMF (80 mL) was added benzyl bromoacetate (6.58 mL) followed by Cs2CO3 (25.9 g). The resulting light brown suspension was stirred overnight. The reaction mixture was diluted with EA and washed twice with water and aq. sat. NH4Cl. The aq. layers were extracted twice with EA. The combined org. layers were dried over MgSO4, filtrated off and evaporated in reduced pressure. The crude was purified by CC (Biotage, SNAP 100 g cartridge, solvent A: D... Starting materials: ClC1=CC(=C(C(=N1)NC)[N+](=O)[O-])C (6-chloro-N,4-dimethyl-3-nitropyridin-2-amine), [NH4+].[Cl-] (NH4Cl). The reagents and catalysts are [Fe] (Iron). Solvent: CCO (EtOH). Run at temperature 85 celsius, time 30 minute. Yields the product ClC1=CC(=C(C(=N1)NC)N)C (6-chloro-N2,4-dimethylpyridine-2,3-diamine). Yield: 77.6%. RXN SMILES: [Cl:1][C:2]1[N:7]=[C:6]([NH:8][CH3:9])[C:5]([N+:10]([O-])=O)=[C:4]([CH3:13])[CH:3]=1.[NH4+].[Cl-]>CCO.[Fe]>[Cl:1][C:2]1[N:7]=[C:6]([NH:8][CH3:9])[C:5]([NH2:10])=[C:4]([CH3:13])[CH:3]=1 |f:1.2|. Procedure: A flask was charged with 6-chloro-N,4-dimethyl-3-nitropyridin-2-amine (Step 109.2) (1 g, 4.96 mmol), Iron (1.385 g, 24.80 mmol) and 7N NH4Cl (21.26 mL, 149 mmol) in EtOH (40 mL) and the resulting mixture was heated up and stirred at 85° C. for 30 min. The reaction was filtered through a pad of Celite and volatils were removed under reduced pressure. The resulting aq. layer was extracted with CH2Cl2, the combined organic layers were washed with brine, dried over Na2SO4 and concentrated under redu...